Task: describe an organic reaction: reactants, conditions, products, and yield. Dataset: the Open Reaction Database (ORD), a public repository of structured organic reaction records Reactants: COC(=O)CCCC=CCBr, CC(C)=O, [I-], [Na+]. Product: COC(=O)CCCC=CCI. RXN SMILES: [Br:1][CH2:2][CH:3]=[CH:4][CH2:5][CH2:6][CH2:7][C:8](=[O:9])[O:10][CH3:11].[CH3:14][C:15](=[O:16])[CH3:17].[I-:12].[Na+:13]>>[CH2:2]([CH:3]=[CH:4][CH2:5][CH2:6][CH2:7][C:8](=[O:9])[O:10][CH3:11])[I:12]. The reactants are O1CCC(CC1)=O (tetrahydro-4H-pyran-4-one), resultant mixture, [Cl-].[NH4+] (ammonium chloride), C(=O)(OC(C)(C)C)N1CCC(CC1)C(=O)OCC (ethyl N-Boc-4-piperidinecarboxylate), [Li+].CC(C)[N-]C(C)C (LDA). Solvent: C1CCOC1 (THF), C1CCOC1 (THF). Conditions: temperature -78 celsius, time 0.5 hour. Product: C(=O)(OC(C)(C)C)N1CCC(CC1)(C(=O)OCC)C1(CCOCC1)O (Ethyl 1-BOC4-(4-hydroxy-4-tetrahydropyranyl)-4-piperidinecarboxylate). Yield: 41.1%. RXN SMILES: [C:1]([N:8]1[CH2:13][CH2:12][CH:11]([C:14]([O:16][CH2:17][CH3:18])=[O:15])[CH2:10][CH2:9]1)([O:3][C:4]([CH3:7])([CH3:6])[CH3:5])=[O:2].[Li+].CC([N-]C(C)C)C.[O:27]1[CH2:32][CH2:31][C:30](=[O:33])[CH2:29][CH2:28]1.[Cl-].[NH4+]>C1COCC1>[C:1]([N:8]1[CH2:13][CH2:12][C:11]([C:30]2([OH:33])[CH2:31][CH2:32][O:27][CH2:28][CH2:29]2)([C:14]([O:16][CH2:17][CH3:18])=[O:15])[CH2:10][CH2:9]1)([O:3][C:4]([CH3:7])([CH3:6])[CH3:5])=[O:2] |f:1.2,4.5|. Reported procedure: To a solution of ethyl N-Boc-4-piperidinecarboxylate (2.57 gm; 10.0 mmol) in 100 mL of dry THF was added 6.0 mL (2.0 M) of LDA at −78° C. The mixture was stirred at −78° C. for half hour, and then a solution of tetrahydro-4H-pyran-4-one (2.0 gm; 20.0 mmol) in 5.0 mL dry THF was added thereto. The resultant mixture was stirred at −78° C. for two hours and then warmed up to room temperature and kept for overnight. Saturated ammonium chloride (200 mL) was added and the aqueous layer was extracted w... Reactants: C1=CC=CC=2C3=CC=CC=C3C(C12)COC(=O)NC1=C(C=CC=C1)C1CCN(CC1)C(=O)OC(C)(C)C (tert-butyl 4-(2-[(fluoren-9-ylmethoxy)carbonylamino]phenyl)piperidine-carboxylate), Cl (HCl). The solvent is CCOC(=O)C (EtOAc). The product is Cl.C1=CC=CC=2C3=CC=CC=C3C(C12)COC(=O)NC1=C(C=CC=C1)C1CCNCC1 ((Fluoren-9-ylmethoxy)-N-(2-(4-piperidyl)phenyl)carboxamide Hydrochloride), solid. As a reaction SMILES: [CH:1]1[C:13]2[CH:12]([CH2:14][O:15][C:16]([NH:18][C:19]3[CH:24]=[CH:23][CH:22]=[CH:21][C:20]=3[CH:25]3[CH2:30][CH2:29][N:28](C(OC(C)(C)C)=O)[CH2:27][CH2:26]3)=[O:17])[C:11]3[C:6](=[CH:7][CH:8]=[CH:9][CH:10]=3)[C:5]=2[CH:4]=[CH:3][CH:2]=1.[ClH:38]>CCOC(C)=O>[ClH:38].[CH:10]1[C:11]2[CH:12]([CH2:14][O:15][C:16]([NH:18][C:19]3[CH:24]=[CH:23][CH:22]=[CH:21][C:20]=3[CH:25]3[CH2:26][CH2:27][NH:28][CH2:29][CH2:30]3)=[O:17])[C:13]3[C:5](=[CH:4][CH:3]=[CH:2][CH:1]=3)[C:6]=2[CH:7]=[CH:8][CH:9]=1 |f:3.4|. Procedure details: The title compound was prepared according to the procedure described in Example 16 (Step b) from tert-butyl 4-(2-[(fluoren-9-ylmethoxy)carbonylamino]phenyl)piperidine-carboxylate (Step a) (7.49 g, 15 mmol) and satd anhydrous HCl in EtOAc (50 mL). The title compound was obtained as a white solid (6.51 g). MS (ESI, pos. ion) m/z: 399 (M+1); MS (ESI, neg. ion) m/z: 397 (M−1). Calc'd for C26H27ClN2O2: 398.20. The reactants are CC(=O)Cl, CO, CC(C)(C)OC(=O)NCC(NC(=O)c1c(Cl)cc(C(=O)NCc2cccc(O)c2)cc1Cl)C(=O)O. Product: NCC(NC(=O)c1c(Cl)cc(C(=O)NCc2cccc(O)c2)cc1Cl)C(=O)O. Reaction SMILES: [CH3:1][C:2](=[O:3])[Cl:4].[CH3:40][OH:41].[Cl:5][c:6]1[c:7]([C:8](=[O:9])[NH:10][CH:11]([CH2:12][NH:13][C:14]([O:15][C:16]([CH3:17])([CH3:18])[CH3:19])=[O:20])[C:21](=[O:22])[OH:23])[c:24]([Cl:39])[cH:25][c:26]([C:28](=[O:29])[NH:30][CH2:31][c:32]2[cH:33][c:34]([OH:38])[cH:35][cH:36][cH:37]2)[cH:27]1>>[Cl:5][c:6]1[c:7]([C:8](=[O:9])[NH:10][CH:11]([CH2:12][NH2:13])[C:21](=[O:22])[OH:23])[c:24]([Cl:39])[cH:25][c:26]([C:28](=[O:29])[NH:30][CH2:31][c:32]2[cH:33][c:34]([OH:38])[cH:35][cH:36][cH:37]2)[cH:27]1. Reactants: C(CC)C1OCCCO1 (2-propyl-1,3-dioxane), stainless steel, C(CCO)O (1,3-propanediol). The reagents and catalysts are [Pd] (Pd on carbon). Reaction conditions: temperature 200 celsius. Product: C(CC)C1OCCCO1 (2-propyl-1,3-dioxane), C(CCC)OCCCOCCCC (1,3-dibutoxypropane), C(CCO)O (1,3-propanediol). Reaction SMILES: [CH2:1]([OH:5])[CH2:2][CH2:3][OH:4].[CH2:6]([CH:9]1[O:14][CH2:13][CH2:12][CH2:11][O:10]1)[CH2:7][CH3:8]>[Pd]>[CH2:6]([CH:9]1[O:14][CH2:13][CH2:12][CH2:11][O:10]1)[CH2:7][CH3:8].[CH2:9]([O:4][CH2:3][CH2:2][CH2:1][O:5][CH2:9][CH2:6][CH2:7][CH3:8])[CH2:6][CH2:7][CH3:8].[CH2:1]([OH:5])[CH2:2][CH2:3][OH:4]. Reported procedure: 1000 g of 1,3-propanediol and 500 g of 2-propyl-1,3-dioxane were combined in a 2 L stainless steel autoclave with 6.0 g of 5% Pd on carbon catalyst. The reactor was sealed and purged twice with N2 and once with H2. The reactor was charged with H2 and heated to 200° C. The reactor was brought to an operating pressure of 6.89 MPa and stirring commenced at 750 rpm. Temperature and pressure were maintained for 2 h. The reactor was cooled, vented, and the contents filtered. The filtrate was analyzed ... Starting materials: CCOC(OCC)C(C)NCc1cccc2ccccc12, CC(C)(C)Oc1ccc(CC(NC(=O)OCC2c3ccccc3-c3ccccc32)C(=O)O)cc1. Product: CCOC(OCC)C(C)N(Cc1cccc2ccccc12)C(=O)C(Cc1ccc(OC(C)(C)C)cc1)NC(=O)OCC1c2ccccc2-c2ccccc21. As a reaction SMILES: [CH2:1]([CH3:2])[O:3][CH:4]([CH:5]([CH3:6])[NH:7][CH2:8][c:9]1[cH:10][cH:11][cH:12][c:13]2[cH:14][cH:15][cH:16][cH:17][c:18]12)[O:19][CH2:20][CH3:21].[cH:22]1[cH:23][cH:24][cH:25][c:26]2[c:34]1[CH:33]([CH2:35][O:36][C:37](=[O:38])[NH:39][CH:40]([C:41](=[O:42])[OH:43])[CH2:44][c:45]1[cH:46][cH:47][c:48]([O:51][C:52]([CH3:53])([CH3:54])[CH3:55])[cH:49][cH:50]1)[c:32]1[c:27]-2[cH:28][cH:29][cH:30][cH:31]1>>[CH2:1]([CH3:2])[O:3][CH:4]([CH:5]([CH3:6])[N:7]([CH2:8][c:9]1[cH:10][cH:11][cH:12][c:13]2[cH:14][cH:15][cH:16][cH:17][c:18]12)[C:41]([CH:40]([NH:39][C:37]([O:36][CH2:35][CH:33]1[c:32]2[c:27]([cH:28][cH:29][cH:30][cH:31]2)-[c:26]2[cH:25][cH:24][cH:23][cH:22][c:34]21)=[O:38])[CH2:44][c:45]1[cH:46][cH:47][c:48]([O:51][C:52]([CH3:53])([CH3:54])[CH3:55])[cH:49][cH:50]1)=[O:42])[O:19][CH2:20][CH3:21]. The reactants are CC(C)Br, O=C([O-])[O-], [K+], [K+], CN(C)C=O, CC(=O)NC(C)c1ccc(N2CC(Oc3ccc(O)cc3)C2)cc1. Yields the product CC(=O)NC(C)c1ccc(N2CC(Oc3ccc(OC(C)C)cc3)C2)cc1. Reaction SMILES: [Br:31][CH:32]([CH3:33])[CH3:34].[C:25](=[O:26])([O-:27])[O-:28].[K+:29].[K+:30].[O:35]=[CH:36][N:37]([CH3:38])[CH3:39].[OH:1][c:2]1[cH:3][cH:4][c:5]([O:6][CH:7]2[CH2:8][N:9]([c:11]3[cH:12][cH:13][c:14]([CH:17]([CH3:18])[NH:19][C:20]([CH3:21])=[O:22])[cH:15][cH:16]3)[CH2:10]2)[cH:23][cH:24]1>>[O:1]([c:2]1[cH:3][cH:4][c:5]([O:6][CH:7]2[CH2:8][N:9]([c:11]3[cH:12][cH:13][c:14]([CH:17]([CH3:18])[NH:19][C:20]([CH3:21])=[O:22])[cH:15][cH:16]3)[CH2:10]2)[cH:23][cH:24]1)[CH:32]([CH3:33])[CH3:34].